From a dataset of the Open Reaction Database (ORD), a public repository of structured organic reaction records. describe an organic reaction: reactants, conditions, products, and yield Reactants: ClC(=O)OCC(C)C (isobutyl chloroformate), C(C)(C)OC(=O)NC(C(=O)O)=CC (2-(i-propoxycarbonylamino)-but-2-enoic acid), CN1CCCCC1 (N-methylpiperidine), COC1=CC=C(C=C1)C(C)N (1-(4-methoxyphenyl)-ethylamine). The solvent is ClCCl (dichloromethane). Reaction conditions: time 10 minute. The product is COC1=CC=C(C=C1)C(C)NC(C(=CC)NC(=O)OC(C)C)=O (N-[1-(4-methoxyphenyl)-ethyl]-2-(i-propoxycarbonylamino)-but-2-enoic acid amide). The yield is 49.9%. As a reaction SMILES: CN1CCCCC1.ClC(OCC(C)C)=O.[CH:16]([O:19][C:20]([NH:22][C:23](=[CH:27][CH3:28])[C:24]([OH:26])=O)=[O:21])([CH3:18])[CH3:17].[CH3:29][O:30][C:31]1[CH:36]=[CH:35][C:34]([CH:37]([NH2:39])[CH3:38])=[CH:33][CH:32]=1>ClCCl>[CH3:29][O:30][C:31]1[CH:36]=[CH:35][C:34]([CH:37]([NH:39][C:24](=[O:26])[C:23]([NH:22][C:20]([O:19][CH:16]([CH3:17])[CH3:18])=[O:21])=[CH:27][CH3:28])[CH3:38])=[CH:33][CH:32]=1. Reported procedure: At -20° C., 0.5 g (0.005 mol) of N-methylpiperidine and then, dropwise with stirring at -20° C., 0.7 g (0.005 mol) of isobutyl chloroformate are added to 1.0 g (0.005 mol) of 2-(i-propoxycarbonylamino)-but-2-enoic acid in 10 ml of dichloromethane. After the addition is complete, stirring is continued at -20° C. for a further 10 minutes, and 0.75 g (0.005 mol) of 1-(4-methoxyphenyl)-ethylamine are added, the temperature being kept below -15° C. Stirring is then continued for a further 2 hours at ... Starting materials: CCO, NN, O=C1c2ccccc2C(=O)N1CCS(=O)(=O)N1CCC(c2nsc(Nc3ncc(Sc4ccccn4)cc3Oc3ccccc3)n2)CC1, O. The product is NCCS(=O)(=O)N1CCC(c2nsc(Nc3ncc(Sc4ccccn4)cc3Oc3ccccc3)n2)CC1. Reaction SMILES: [CH3:52][CH2:53][OH:54].[NH2:50][NH2:51].[O:1]([c:2]1[cH:3][cH:4][cH:5][cH:6][cH:7]1)[c:8]1[c:9]([NH:21][c:22]2[n:23][c:24]([CH:27]3[CH2:28][CH2:29][N:30]([S:33](=[O:34])(=[O:35])[CH2:36][CH2:37][N:38]4[C:39](=[O:40])[c:41]5[c:42]([cH:43][cH:44][cH:45][cH:46]5)[C:47]4=[O:48])[CH2:31][CH2:32]3)[n:25][s:26]2)[n:10][cH:11][c:12]([S:14][c:15]2[n:16][cH:17][cH:18][cH:19][cH:20]2)[cH:13]1.[OH2:49]>>[O:1]([c:2]1[cH:3][cH:4][cH:5][cH:6][cH:7]1)[c:8]1[c:9]([NH:21][c:22]2[n:23][c:24]([CH:27]3[CH2:28][CH2:29][N:30]([S:33](=[O:34])(=[O:35])[CH2:36][CH2:37][NH2:38])[CH2:31][CH2:32]3)[n:25][s:26]2)[n:10][cH:11][c:12]([S:14][c:15]2[n:16][cH:17][cH:18][cH:19][cH:20]2)[cH:13]1. Starting materials: CCOCCC(=O)Cl, CCOCCC(=O)N=C=S, CCOCCC(=O)O, CCO, Cc1ccccc1, COc1cc2nccc(Oc3ccc(N)cc3Cl)c2cc1OC, O=S(Cl)Cl. Yields the product CCOCCC(=O)NC(=S)Nc1ccc(Oc2ccnc3cc(OC)c(OC)cc23)c(Cl)c1. RXN SMILES: [CH2:13]([O:14][CH2:15][CH2:16][C:17]([Cl:18])=[O:19])[CH3:20].[CH2:21]([CH3:22])[O:23][CH2:24][CH2:25][C:26](=[O:27])[N:28]=[C:29]=[S:30].[CH2:5]([O:6][CH2:7][CH2:8][C:9]([OH:10])=[O:11])[CH3:12].[CH3:54][CH2:55][OH:56].[CH3:57][c:58]1[cH:59][cH:60][cH:61][cH:62][cH:63]1.[Cl:31][c:32]1[cH:33][c:34]([NH2:35])[cH:36][cH:37][c:38]1[O:39][c:40]1[cH:41][cH:42][n:43][c:44]2[cH:45][c:46]([O:52][CH3:53])[c:47]([O:50][CH3:51])[cH:48][c:49]12.[S:1]([Cl:2])([Cl:3])=[O:4]>>[CH2:21]([CH3:22])[O:23][CH2:24][CH2:25][C:26](=[O:27])[NH:28][C:29](=[S:30])[NH:35][c:34]1[cH:33][c:32]([Cl:31])[c:38]([O:39][c:40]2[cH:41][cH:42][n:43][c:44]3[cH:45][c:46]([O:52][CH3:53])[c:47]([O:50][CH3:51])[cH:48][c:49]23)[cH:37][cH:36]1.